From a dataset of the Open Reaction Database (ORD), a public repository of structured organic reaction records. describe an organic reaction: reactants, conditions, products, and yield Starting materials: C=CCN(C)CCCCOc1ccc2c(c1)CCN2C(=O)OC(C)(C)C, ClCCl, O=C(O)C(F)(F)F. The product is C=CCN(C)CCCCOc1ccc2c(c1)CCN2. As a reaction SMILES: [C:1]([O:2][C:3](=[O:4])[N:8]1[CH2:9][CH2:10][c:11]2[cH:12][c:13]([O:17][CH2:18][CH2:19][CH2:20][CH2:21][N:22]([CH3:23])[CH2:24][CH:25]=[CH2:26])[cH:14][cH:15][c:16]21)([CH3:5])([CH3:6])[CH3:7].[Cl:27][CH2:28][Cl:29].[F:30][C:31]([F:32])([F:33])[C:34]([OH:35])=[O:36]>>[NH:8]1[CH2:9][CH2:10][c:11]2[cH:12][c:13]([O:17][CH2:18][CH2:19][CH2:20][CH2:21][N:22]([CH3:23])[CH2:24][CH:25]=[CH2:26])[cH:14][cH:15][c:16]21.